From a dataset of the Open Reaction Database (ORD), a public repository of structured organic reaction records. describe an organic reaction: reactants, conditions, products, and yield Starting materials: C(#N)C1=CC2=C(N(C=N2)CCCCN2CCN(CC2)C2=CC3=C(OCCO3)C=C2)C=C1 (6-[4-(4-(5-cyanobenzimidazol-1-yl)butyl)piperazino]-1,4-benzodioxane), [OH-].[Na+] (NaOH), C(C)OCCOCCO (diethylene glycol monoethyl ether). Run in O (H2O). Conditions: time 3 hour. Yields the product C(N)(=O)C1=CC2=C(N(C=N2)CCCCN2CCN(CC2)C2=CC3=C(OCCO3)C=C2)C=C1 (6-[4-(4-(5-carbamoylbenzimidazol-1-yl)butyl)piperazino]-1,4-benzodioxane). Reaction SMILES: [C:1]([C:3]1[CH:31]=[CH:30][C:6]2[N:7]([CH2:10][CH2:11][CH2:12][CH2:13][N:14]3[CH2:19][CH2:18][N:17]([C:20]4[CH:29]=[CH:28][C:23]5[O:24][CH2:25][CH2:26][O:27][C:22]=5[CH:21]=4)[CH2:16][CH2:15]3)[CH:8]=[N:9][C:5]=2[CH:4]=1)#[N:2].[OH-].[Na+].C([O:36]CCOCCO)C>O>[C:1]([C:3]1[CH:31]=[CH:30][C:6]2[N:7]([CH2:10][CH2:11][CH2:12][CH2:13][N:14]3[CH2:19][CH2:18][N:17]([C:20]4[CH:29]=[CH:28][C:23]5[O:24][CH2:25][CH2:26][O:27][C:22]=5[CH:21]=4)[CH2:16][CH2:15]3)[CH:8]=[N:9][C:5]=2[CH:4]=1)(=[O:36])[NH2:2] |f:1.2|. Reported procedure: A mixture of 4.16 g of 6-[4-(4-(5-cyanobenzimidazol-1-yl)butyl)piperazino]-1,4-benzodioxane, 2.4 g of NaOH, 50 ml of H2O and 40 ml of diethylene glycol monoethyl ether is stirred at a bath temperature of 140° for 3 hours. The mixture is then cooled to room temperature, worked up in the conventional manner and gives 6-[4-(4-(5-carbamoylbenzimidazol-1-yl)butyl)piperazino]-1,4-benzodioxane. Reactants: COC(=O)CBr, C1CCC2=NCCCN2CC1, O=C1Nc2ccc(I)cc2C1=O, CN(C)C=O. Yields the product COC(=O)CN1C(=O)C(=O)c2cc(I)ccc21. As a reaction SMILES: [Br:24][CH2:25][C:26](=[O:27])[O:28][CH3:29].[CH2:13]1[CH2:14][CH2:15][C:16]2=[N:21][CH2:20][CH2:19][CH2:18][N:17]2[CH2:22][CH2:23]1.[I:1][c:2]1[cH:3][c:4]2[c:8]([cH:9][cH:10]1)[NH:7][C:6](=[O:11])[C:5]2=[O:12].[O:30]=[CH:31][N:32]([CH3:33])[CH3:34]>>[I:1][c:2]1[cH:3][c:4]2[c:8]([cH:9][cH:10]1)[N:7]([CH2:25][C:26](=[O:27])[O:28][CH3:29])[C:6](=[O:11])[C:5]2=[O:12]. The reactants are S(=O)(=O)(O)C(C(=O)OCCCCCCCC)CC(=O)OCCCCCCCC.[Na] (sodium dioctyl sulfosuccinate), S(=O)(=O)([O-])OOS(=O)(=O)[O-].[K+].[K+] (potassium persulfate). The solvent is O (water). Yields the product C(C=C)(=O)OCCCC (butyl acrylate), tricyclodecenyl acrylate. Reaction SMILES: S([CH:5]([CH2:17]C(OCCCCCCCC)=O)[C:6]([O:8][CH2:9][CH2:10][CH2:11][CH2:12]CCCC)=[O:7])(O)(=O)=O.[Na].S(OOS([O-])(=O)=O)([O-])(=O)=O.[K+].[K+]>O>[C:6]([O:8][CH2:9][CH2:10][CH2:11][CH3:12])(=[O:7])[CH:5]=[CH2:17] |f:0.1,2.3.4,^1:28|. Procedure details: 98 parts of butyl acrylate and 2 parts of tricyclodecenyl acrylate were polymerized at 65° C. for 3 hours with stirring in 154 parts of water with addition of 2 parts of sodium dioctyl sulfosuccinate (70% strength) as emulsifier and 0.5 part of potassium persulfate. This gave an approximately 40% strength dispersion. The median particle size of the latex was about 100 nm. The reactants are C1(C=2C(C(=O)O1)=CC=CC2)=O (phthalic anhydride), C1=CC=CC2=CC=CC=C12.C=1(C(=CC=CC1)C)C (o-xylol naphthalene). Run in C=1(C(=CC=CC1)C)C (o-xylol). Yields the product C1=CC=CC2=CC=CC=C12 (naphthalene). As a reaction SMILES: C1(=O)OC(=O)C2=CC=CC=C12.[CH:12]1[C:21]2[C:16](=[CH:17][CH:18]=[CH:19][CH:20]=2)[CH:15]=[CH:14][CH:13]=1.C1(C)C(C)=CC=CC=1>C1(C)C(C)=CC=CC=1>[CH:20]1[C:21]2[C:16](=[CH:15][CH:14]=[CH:13][CH:12]=2)[CH:17]=[CH:18][CH:19]=1 |f:1.2|. Procedure details: A process for the manufacture of phthalic anhydride by oxidation in the gas phase of an o-xylol naphthalene mixture. By producing a solution of 1 to 80 parts by mass naphthalene in 99 to 20 parts by mass o-xylol at a temperature of 0° to 80° C., storing the solution at that temperature, heating the solution only shortly prior to the reaction to 110° to 180° C., atomizing the heated solution into a hot airflow, passing the heated solution over metal oxide catalysts in the gas phase and collecting... Starting materials: O=C([O-])O, C=C(C)CCCC1(C)OCCO1, CC(C)=O, Cl, [Na+]. The product is C=C(C)CCCC(C)=O. Reaction SMILES: [C:13](=[O:14])([OH:15])[O-:16].[CH2:1]1[O:2][C:3]([CH2:4][CH2:5][CH2:6][C:7](=[CH2:8])[CH3:9])([CH3:10])[O:12][CH2:11]1.[CH3:18][C:19](=[O:20])[CH3:21].[ClH:22].[Na+:17]>>[O:2]=[C:3]([CH2:4][CH2:5][CH2:6][C:7](=[CH2:8])[CH3:9])[CH3:10]. The reactants are C1(=CC=CC=C1)P(C1=CC=CC=C1)C1=CC=CC=C1 (triphenylphosphine), OCC=1SC(=CC1C)OC (2-hydroxymethyl-3-methyl-5-methoxythiophene), C(Cl)(Cl)(Cl)Cl (carbon tetrachloride). The solvent is C1(=CC=CC=C1)C (toluene). Reaction conditions: temperature 80 celsius, time 8 hour. Product: [Cl-].CC1=C(SC(=C1)OC)C[P+](C1=CC=CC=C1)(C1=CC=CC=C1)C1=CC=CC=C1 ((3-methyl-5-methoxy-2-thenyl)triphenyl phosphonium chloride). Reaction SMILES: [C:1]1([P:7]([C:14]2[CH:19]=[CH:18][CH:17]=[CH:16][CH:15]=2)[C:8]2[CH:13]=[CH:12][CH:11]=[CH:10][CH:9]=2)[CH:6]=[CH:5][CH:4]=[CH:3][CH:2]=1.O[CH2:21][C:22]1[S:23][C:24]([O:28][CH3:29])=[CH:25][C:26]=1[CH3:27].C(Cl)(Cl)(Cl)[Cl:31]>C1(C)C=CC=CC=1>[Cl-:31].[CH3:27][C:26]1[CH:25]=[C:24]([O:28][CH3:29])[S:23][C:22]=1[CH2:21][P+:7]([C:1]1[CH:2]=[CH:3][CH:4]=[CH:5][CH:6]=1)([C:8]1[CH:13]=[CH:12][CH:11]=[CH:10][CH:9]=1)[C:14]1[CH:15]=[CH:16][CH:17]=[CH:18][CH:19]=1 |f:4.5|. Procedure details: 21.0 G. (80.2 mmol) of triphenylphosphine were added to a solution of 5.8 g. (36.7 mmol) of 2-hydroxymethyl-3-methyl-5-methoxythiophene in 60 ml. of dry carbon tetrachloride and 80 ml. of toluene. The temperature of the reaction mixture was slowly raised to 80° C. and heating was continued overnight. The resulting precipitate was filtered from the cold solution, washed well with cold benzene and dried in high vacuum to yield (3-methyl-5-methoxy-2-thenyl)triphenyl phosphonium chloride, m.p. 180°-... Starting materials: CCOC(=O)c1cccc(Nc2nccc(-c3cccnc3)n2)c1, CCOC(=O)c1ccc(C)c(Nc2nccc(-c3cccnc3)n2)c1. Product: O=C(O)c1cccc(Nc2nccc(-c3cccnc3)n2)c1. Reaction SMILES: [CH2:1]([CH3:2])[O:3][C:4]([c:5]1[cH:6][c:7]([NH:11][c:12]2[n:13][cH:14][cH:15][c:16](-[c:18]3[cH:19][n:20][cH:21][cH:22][cH:23]3)[n:17]2)[cH:8][cH:9][cH:10]1)=[O:24].[CH2:25]([O:26][C:27](=[O:28])[c:29]1[cH:30][cH:31][c:32]([CH3:33])[c:34]([NH:35][c:36]2[n:37][c:38](-[c:39]3[cH:40][n:41][cH:42][cH:43][cH:44]3)[cH:45][cH:46][n:47]2)[cH:48]1)[CH3:49]>>[O:3]=[C:4]([c:5]1[cH:6][c:7]([NH:11][c:12]2[n:13][cH:14][cH:15][c:16](-[c:18]3[cH:19][n:20][cH:21][cH:22][cH:23]3)[n:17]2)[cH:8][cH:9][cH:10]1)[OH:24].